From a dataset of the Open Reaction Database (ORD), a public repository of structured organic reaction records. describe an organic reaction: reactants, conditions, products, and yield Reactants: [N-]=[N+]=[N-].[Na+] (sodium azide), CN(C=O)C (dimethylformamide), BrC1C(NCC(CC1)C1=CC=CC=C1)=O (3-bromo-6-phenylperhydroazepin-2-one). Solvent: C(C)(=O)OCC (ethyl acetate). Reaction conditions: temperature 60 celsius, time 6 hour. Product: N(=[N+]=[N-])[C@H]1C(NC[C@@H](CC1)C1=CC=CC=C1)=O (3(S*)-Azido-6(R*)-phenylperhydroazepin-2-one). As a reaction SMILES: [N-:1]=[N+:2]=[N-:3].[Na+].CN(C)C=O.Br[CH:11]1[CH2:17][CH2:16][CH:15]([C:18]2[CH:23]=[CH:22][CH:21]=[CH:20][CH:19]=2)[CH2:14][NH:13][C:12]1=[O:24]>C(OCC)(=O)C>[N:1]([C@@H:11]1[CH2:17][CH2:16][C@@H:15]([C:18]2[CH:19]=[CH:20][CH:21]=[CH:22][CH:23]=2)[CH2:14][NH:13][C:12]1=[O:24])=[N+:2]=[N-:3] |f:0.1|. Procedure: 2.0 g of sodium azide were added to 20 ml of dimethylformamide containing 1.6 g of 3-bromo-6-phenylperhydroazepin-2-one (Isomer A) [prepared as described in step (e) above]. The mixture was stirred for 6 hours at 60° C. and then diluted with ethyl acetate, washed with water three times and dried over anhydrous magnesium sulfate. The solvent was then distilled off. The crystalline residue was triturated in a 1:1 by volume mixture of methylene chloride and diisopropyl ether and then collected by f... Starting materials: CON(C(C1=CC(=C(C=C1)Cl)N1C=CC=C1)=O)C (N-methoxy-N-methyl-4-chloro-3-(1H-pyrrol-1-yl)benzamide), [H-].[Al+3].[Li+].[H-].[H-].[H-] (lithium aluminium hydride). The solvent is O1CCCC1 (tetrahydrofuran), O1CCCC1 (tetrahydrofuran). Reaction conditions: temperature 2.5 celsius, time 45 minute. Product: ClC1=C(C=C(C=O)C=C1)N1C=CC=C1 (4-chloro-3-(1H-pyrrol-1-yl)benzaldehyde). Isolated yield 72.1%. As a reaction SMILES: CON(C)[C:4](=[O:17])[C:5]1[CH:10]=[CH:9][C:8]([Cl:11])=[C:7]([N:12]2[CH:16]=[CH:15][CH:14]=[CH:13]2)[CH:6]=1.[H-].[Al+3].[Li+].[H-].[H-].[H-]>O1CCCC1>[Cl:11][C:8]1[CH:9]=[CH:10][C:5]([CH:4]=[O:17])=[CH:6][C:7]=1[N:12]1[CH:16]=[CH:15][CH:14]=[CH:13]1 |f:1.2.3.4.5.6|. Reported procedure: A solution of 1.5 g of N-methoxy-N-methyl-4-chloro-3-(1H-pyrrol-1-yl)benzamide in 30 ml of anhydrous tetrahydrofuran was added drop-wise over a period of 30 minutes to a solution, pre-cooled to 0-5° C., of 237 mg of lithium aluminium hydride (98%) in 30 ml of anhydrous tetrahydrofuran. The mixture was stirred at 0-5° C. for a further 45 minutes and ther reaction was then quenched by the adition of 25 ml of saturated aqueous ammonium chloride solution and 25 ml of 50% aqueous hydro-chloric acid. ... The reactants are COC(C1=C(C=CC=C1)NC(C(C)C1=CC=C(C=C1)OC)=O)=O (2-[2-(4-methoxy-phenyl)-propionyl amino]-benzoic acid methyl ester), [Li+].C[Si](C)(C)[N-][Si](C)(C)C (LiHMDS), CCCCCC (n-hexane). The solvent is CCOC(=O)C (EtOAc). Product: COC1=CC=C(C=C1)C1(C(NC2=CC=CC=C2C1=O)=O)C (3-(4-methoxy-phenyl)-3-methyl-1H-quinoline-2,4-dione). Isolated yield 56.8%. Reaction SMILES: CO[C:3](=[O:23])[C:4]1[CH:9]=[CH:8][CH:7]=[CH:6][C:5]=1[NH:10][C:11](=[O:22])[CH:12]([C:14]1[CH:19]=[CH:18][C:17]([O:20][CH3:21])=[CH:16][CH:15]=1)[CH3:13].[Li+].C[Si]([N-][Si](C)(C)C)(C)C.CCCCCC>CCOC(C)=O>[CH3:21][O:20][C:17]1[CH:16]=[CH:15][C:14]([C:12]2([CH3:13])[C:3](=[O:23])[C:4]3[C:5](=[CH:6][CH:7]=[CH:8][CH:9]=3)[NH:10][C:11]2=[O:22])=[CH:19][CH:18]=1 |f:1.2|. Reported procedure: The objective compound was prepared by the same procedure for the example 1, using a 2-[2-(4-methoxy-phenyl)-propionyl amino]-benzoic acid methyl ester (1.00 g, 3.19 mmol) and LiHMDS (9.57 mmol, 1M solution in THF). After normal workup, the objective compound (0.51 g, 57%) was obtained as yellow solid by a flash column chromatography (n-hexane:EtOAc=5:1): 1H NMR (200 MHz, CDCl3) δ 1.83 (s, 3H, CH3), 3.73 (s, 3H, OCH3), 6.77 d, J=8.9 Hz, 2H, ArH), 6.89-7.07 (m, 2H, ArH), 7.21 (d, J=8.9 Hz, 2H, Ar... Reactants: [N+](=O)([O-])C1=CC=C(C=C1)O (4-nitrophenol), C([O-])([O-])=O.[K+].[K+] (potassium carbonate), [I-].[K+] (potassium iodide), P(=O)([O-])([O-])O.[Na+].[Na+] (disodium phosphate), BrCCCCCC(=O)OCCOCCOC(CCCCCBr)=O (6-bromohexanoic acid 2-[2-(6-bromohexanoyloxy)-ethoxy]-ethyl ester). Run in CC(=O)C (acetone). Yields the product [N+](=O)([O-])C1=CC=C(OCCCCCC(=O)OCCOCCOC(CCCCCOC2=CC=C(C=C2)[N+](=O)[O-])=O)C=C1 (6-(4-nitrophenoxy)-hexanoic acid 2-{2-[6-(4-nitrophenoxy)-hexanoyloxy]-ethoxy}-ethyl ester). The yield is 79.8%. As a reaction SMILES: [N+:1]([C:4]1[CH:9]=[CH:8][C:7]([OH:10])=[CH:6][CH:5]=1)([O-:3])=[O:2].[C:11](=[O:14])([O-])[O-].[K+].[K+].[I-].[K+].P(O)([O-])([O-])=O.[Na+].[Na+].Br[CH2:27][CH2:28][CH2:29][CH2:30][CH2:31][C:32]([O:34][CH2:35][CH2:36][O:37][CH2:38][CH2:39][O:40][C:41](=[O:48])[CH2:42][CH2:43][CH2:44][CH2:45][CH2:46]Br)=[O:33]>CC(C)=O>[N+:1]([C:4]1[CH:9]=[CH:8][C:7]([O:10][CH2:27][CH2:28][CH2:29][CH2:30][CH2:31][C:32]([O:34][CH2:35][CH2:36][O:37][CH2:38][CH2:39][O:40][C:41](=[O:48])[CH2:42][CH2:43][CH2:44][CH2:45][CH2:46][O:14][C:11]2[CH:8]=[CH:9][C:4]([N+:1]([O-:3])=[O:2])=[CH:5][CH:6]=2)=[O:33])=[CH:6][CH:5]=1)([O-:3])=[O:2] |f:1.2.3,4.5,6.7.8|. Procedure details: Into a mixture of 4-nitrophenol (60.5 g), potassium carbonate (180 g), potassium iodide (15 g), and disodium phosphate (15 g) in acetone (1000 ml) was added 6-bromohexanoic acid 2-[2-(6-bromohexanoyloxy)-ethoxy]-ethyl ester (100 g). The solution was stirred at reflux for 24 hours. The acetone layer was distilled off and cold water (250 ml) was added. The crude product was extracted into chloroform and the chloroform extract was washed with 5% sodium bicarbonate solution (800 ml) followed by wate...